This data is from the Open Reaction Database (ORD), a public repository of structured organic reaction records. The task is: describe an organic reaction: reactants, conditions, products, and yield The reactants are CCOC(=O)c1cc(OC(C)=O)c2cc(CC)oc2c1, CCO, [K+], [K+], O=C([O-])[O-]. Yields the product CCOC(=O)c1cc(O)c2cc(CC)oc2c1. As a reaction SMILES: [C:1](=[O:2])([CH3:3])[O:4][c:5]1[cH:6][c:7]([C:16](=[O:17])[O:18][CH2:19][CH3:20])[cH:8][c:9]2[c:10]1[cH:11][c:12]([CH2:14][CH3:15])[o:13]2.[CH3:27][CH2:28][OH:29].[K+:21].[K+:22].[O-:23][C:24]([O-:25])=[O:26]>>[OH:4][c:5]1[cH:6][c:7]([C:16](=[O:17])[O:18][CH2:19][CH3:20])[cH:8][c:9]2[c:10]1[cH:11][c:12]([CH2:14][CH3:15])[o:13]2.